From a dataset of the Open Reaction Database (ORD), a public repository of structured organic reaction records. describe an organic reaction: reactants, conditions, products, and yield Starting materials: II, CC(OCC(OC(C)=O)COC(C)=O)=O (triacetin), solution, [OH-].[Na+] (NaOH), P(=O)([O-])([O-])[O-] (phosphate), Cl (HCl), COC=1C=C2CCC(CC2=CC1)C(=O)OC (methyl 6-methoxy-1,2,3,4-tetrahydro-2-naphthoate). The solvent is C(C)(C)(C)O (tert-butanol). Reaction conditions: time 4.5 hour. Product: COC=1C=C2CC[C@H](CC2=CC1)C(=O)O (6-Methoxy-1,2,3,4-tetrahydro-(2R)-2-naphthoic acid). Yield: 41.4%. RXN SMILES: [CH3:1][O:2][C:3]1[CH:4]=[C:5]2[C:10](=[CH:11][CH:12]=1)[CH2:9][CH:8]([C:13]([O:15]C)=[O:14])[CH2:7][CH2:6]2.P([O-])([O-])([O-])=O.Cl.CC(=O)OCC(COC(=O)C)OC(=O)C.[OH-].[Na+]>C(O)(C)(C)C>[CH3:1][O:2][C:3]1[CH:4]=[C:5]2[C:10](=[CH:11][CH:12]=1)[CH2:9][C@H:8]([C:13]([OH:15])=[O:14])[CH2:7][CH2:6]2 |f:4.5|. Procedure: 3 g (0.0136 mol) of methyl 6-methoxy-1,2,3,4-tetrahydro-2-naphthoate are dissolved in 100 ml of tert-butanol, and 300 ml of phosphate buffer at pH 7 are added to the solution prepared in this way. The pH of the solution, which rises to 7.3-7.5, is lowered to 7.1 by the addition of 1N HCl. 1.5 g of Sigma PPL enzyme (known as porcine pancreatic lipase type II, crude, Sigma L-3126--50 U/mg using triacetin) are added to the mixture. The pH tends to drop as the reaction progresses, but is kept consta... Starting materials: C(C)(C)(C)OC(NC=1C=C(C=CC1)C1=CC=C(C=C1)C#N)=O ((4′-cyano-biphenyl-3-yl)-carbamic acid tert-butyl ester). Reagents/catalysts: [Ni] (Ni). The solvent is CCO (EtOH), N.O (NH3.H2O). Conditions: time 6 hour. The product is C(C)(C)(C)OC(NC=1C=C(C=CC1)C1=CC=C(C=C1)CN)=O ((4′-aminomethyl-biphenyl-3-yl)-carbamic acid tert-butyl ester). Reaction SMILES: [C:1]([O:5][C:6](=[O:22])[NH:7][C:8]1[CH:9]=[C:10]([C:14]2[CH:19]=[CH:18][C:17]([C:20]#[N:21])=[CH:16][CH:15]=2)[CH:11]=[CH:12][CH:13]=1)([CH3:4])([CH3:3])[CH3:2]>CCO.N.O.[Ni]>[C:1]([O:5][C:6](=[O:22])[NH:7][C:8]1[CH:9]=[C:10]([C:14]2[CH:15]=[CH:16][C:17]([CH2:20][NH2:21])=[CH:18][CH:19]=2)[CH:11]=[CH:12][CH:13]=1)([CH3:4])([CH3:2])[CH3:3] |f:2.3|. Procedure details: A suspension of (4′-cyano-biphenyl-3-yl)-carbamic acid tert-butyl ester (7.6 g, 26 mmol) and Raney Ni (1 g) in EtOH (500 mL) and NH3.H2O (10 mL) was hydrogenated under 50 psi of H2 at 50° C. for 6 h. The catalyst was filtered off and the filtrate was concentrated to dryness to give (4′-aminomethyl-biphenyl-3-yl)-carbamic acid tert-butyl ester, which was used directly in next step. The reactants are COC(=O)C1CN(CC1C=1SC=C(C1)Br)C(C)C1=CC=CC=C1 (4-(4-Bromo-thiophen-2-yl)-1-(1-phenyl-ethyl)-pyrrolidine-3-carboxylic acid methyl ester), C1C2CC3=C(C2CN1)SC=C3C#N (1,2,3,3a,7,7a-Hexahydro-4-thia-2-aza-cyclopenta[α]pentalene-6-carbonitrile). The product is BrC=1C=C(SC1)C1C(CN(C1)C(C)C1=CC=CC=C1)C(=O)O (4-(4-Bromo-thiophen-2-yl)-1-(1-phenyl-ethyl)-pyrrolidine-3-carboxylic acid). The yield is 100.0%. RXN SMILES: C[O:2][C:3]([CH:5]1[CH:9]([C:10]2[S:11][CH:12]=[C:13]([Br:15])[CH:14]=2)[CH2:8][N:7]([CH:16]([C:18]2[CH:23]=[CH:22][CH:21]=[CH:20][CH:19]=2)[CH3:17])[CH2:6]1)=[O:4].C1NCC2C1CC1C(C#N)=CSC=12>>[Br:15][C:13]1[CH:14]=[C:10]([CH:9]2[CH2:8][N:7]([CH:16]([C:18]3[CH:19]=[CH:20][CH:21]=[CH:22][CH:23]=3)[CH3:17])[CH2:6][CH:5]2[C:3]([OH:4])=[O:2])[S:11][CH:12]=1. Procedure: The product of step b), diastereomer 1 (15 g, 0.038 mol) was treated by the method outlined in Example 34, step c) to afford the subtitle compound (14.7 g, yield: 100%). MS calculated for C17H18BrNO2S+H: 380, observed 380 and 383. The reactants are C(C)(C)(C)OC(NC1CCC(CC1)NC(C1=CC(=CC(=C1)O)OC1=CC=C(C=C1)C#N)=O)=O ({4-[3-(4-cyanophenoxy)-5-hydroxy-benzoylamino]cyclohexyl}carbamic acid tert-butyl ester), FC1=CC(=C(C#N)C=C1)C (4-fluoro-2-methyl-benzonitrile). The product is C(C)(C)(C)OC(NC1CCC(CC1)NC(C1=CC(=CC(=C1)OC1=CC=C(C=C1)C#N)OC1=CC(=C(C=C1)C#N)C)=O)=O ({4-[3-(4-Cyano-3-methyl phenoxy)-5-(4-cyano phenoxy)benzoylamino]cyclohexyl}carbamic Acid Tert-butylester). The yield is 71.3%. RXN SMILES: [C:1]([O:5][C:6](=[O:33])[NH:7][CH:8]1[CH2:13][CH2:12][CH:11]([NH:14][C:15](=[O:32])[C:16]2[CH:21]=[C:20]([OH:22])[CH:19]=[C:18]([O:23][C:24]3[CH:29]=[CH:28][C:27]([C:30]#[N:31])=[CH:26][CH:25]=3)[CH:17]=2)[CH2:10][CH2:9]1)([CH3:4])([CH3:3])[CH3:2].F[C:35]1[CH:42]=[CH:41][C:38]([C:39]#[N:40])=[C:37]([CH3:43])[CH:36]=1>>[C:1]([O:5][C:6](=[O:33])[NH:7][CH:8]1[CH2:13][CH2:12][CH:11]([NH:14][C:15](=[O:32])[C:16]2[CH:17]=[C:18]([O:23][C:24]3[CH:29]=[CH:28][C:27]([C:30]#[N:31])=[CH:26][CH:25]=3)[CH:19]=[C:20]([O:22][C:35]3[CH:42]=[CH:41][C:38]([C:39]#[N:40])=[C:37]([CH3:43])[CH:36]=3)[CH:21]=2)[CH2:10][CH2:9]1)([CH3:4])([CH3:2])[CH3:3]. Reported procedure: Following the procedure of Example 69(b) {4-[3-(4-cyanophenoxy)-5-hydroxy-benzoylamino]cyclohexyl}carbamic acid tert-butyl ester 0.85 g (1.88 mmol) and 4-fluoro-2-methyl-benzonitrile (0.508 g, 3.76 mmol) were used to afford 0.76 g of the required product. 1H NMR (DMSO-d6): δ 1.20 (4H, m), 1.4 (9H, s), 1.8 (4H, m), 2.45 (3H, s), 3.15 (1H, m), 3.7 (1H, m), 6.72 (1H, d), 7.02 (1H, d), 7.2 (4H, m), 7.5 (2H, s), 7.8 (1H, d), 7.88 (2H, d), 8.34 (1H, d). Starting materials: ClC1=CC=C(C=C1)C(C)=O (4'-chloroacetophenone), NCCCN1C(=NC(=C1)C)C (1-(3-aminopropyl)-2,4-dimethylimidazole), [BH4-].[Na+] (sodium borohydride). The solvent is C(C)O (ethanol). Product: Cl.Cl.ClC1=CC=C(C=C1)C(C)NCCCN1C(=NC(=C1)C)C (N-[1-(4-chlorophenyl)ethyl]-3-(2,4-dimethylimidazol-1-yl)propylamine dihydrochloride). RXN SMILES: [Cl:1][C:2]1[CH:7]=[CH:6][C:5]([C:8](=O)[CH3:9])=[CH:4][CH:3]=1.[NH2:11][CH2:12][CH2:13][CH2:14][N:15]1[CH:19]=[C:18]([CH3:20])[N:17]=[C:16]1[CH3:21].[BH4-].[Na+]>C(O)C>[ClH:1].[ClH:1].[Cl:1][C:2]1[CH:7]=[CH:6][C:5]([CH:8]([NH:11][CH2:12][CH2:13][CH2:14][N:15]2[CH:19]=[C:18]([CH3:20])[N:17]=[C:16]2[CH3:21])[CH3:9])=[CH:4][CH:3]=1 |f:2.3,5.6.7|. Reported procedure: In a similar manner to Example 1, a mixture of 4'-chloroacetophenone (4.0 g) and 1-(3-aminopropyl)-2,4-dimethylimidazole (4.0 g) was heated at 115°-120° C. for 7 hours then reduced with sodium borohydride (2.0 g) in ethanol (70 ml) over 18 hours. The solid obtained was triturated with propan-2-ol and filtered to give N-[1-(4-chlorophenyl)ethyl]-3-(2,4-dimethylimidazol-1-yl)propylamine dihydrochloride, m.p. 218°-220° C. Reactants: O=C([O-])[O-], CCn1ccnc1S, CN(C)C=O, CCOC(=O)c1c(CCl)nc2cc(OC)c(OC)cc2c1-c1ccc(OC)c(OC)c1, [K+], [K+], O. Product: CCOC(=O)c1c(CSc2nccn2CC)nc2cc(OC)c(OC)cc2c1-c1ccc(OC)c(OC)c1. Reaction SMILES: [C:40](=[O:41])([O-:42])[O-:43].[CH2:32]([CH3:33])[n:34]1[c:35]([SH:39])[n:36][cH:37][cH:38]1.[CH3:46][N:47]([CH3:48])[CH:49]=[O:50].[Cl:1][CH2:2][c:3]1[n:4][c:5]2[cH:6][c:7]([O:30][CH3:31])[c:8]([O:28][CH3:29])[cH:9][c:10]2[c:11](-[c:18]2[cH:19][c:20]([O:26][CH3:27])[c:21]([O:24][CH3:25])[cH:22][cH:23]2)[c:12]1[C:13](=[O:14])[O:15][CH2:16][CH3:17].[K+:44].[K+:45].[OH2:51]>>[CH2:2]([c:3]1[n:4][c:5]2[cH:6][c:7]([O:30][CH3:31])[c:8]([O:28][CH3:29])[cH:9][c:10]2[c:11](-[c:18]2[cH:19][c:20]([O:26][CH3:27])[c:21]([O:24][CH3:25])[cH:22][cH:23]2)[c:12]1[C:13](=[O:14])[O:15][CH2:16][CH3:17])[S:39][c:35]1[n:34]([CH2:32][CH3:33])[cH:38][cH:37][n:36]1. Reactants: C(C)(=O)N1C(C(C2=CC=C(C=C12)C(=O)OCC)=C(C1=CC=CC=C1)OCC)=O (1-acetyl-3-(1-ethoxy-1-phenylmethylene)-6-ethoxycarbonyl-2-indolinone), CN(CCCN(C)C1=CC=C(N)C=C1)C (4-(N-(3-dimethylamino-propyl)-N-methyl-amino)-aniline). Product: CN(CCCN(C)C1=CC=C(N\C(\C2=CC=CC=C2)=C\2/C(NC3=CC(=CC=C23)C(=O)OCC)=O)C=C1)C (3-Z-[1-(4-(N-(3-dimethylamino-propyl)-N-methyl-amino)-anilino)-1-phenyl-methylene]-6-ethoxycarbonyl-2-indolinone). RXN SMILES: C([N:4]1[C:12]2[C:7](=[CH:8][CH:9]=[C:10]([C:13]([O:15][CH2:16][CH3:17])=[O:14])[CH:11]=2)[C:6](=[C:18](OCC)[C:19]2[CH:24]=[CH:23][CH:22]=[CH:21][CH:20]=2)[C:5]1=[O:28])(=O)C.[CH3:29][N:30]([CH3:43])[CH2:31][CH2:32][CH2:33][N:34]([C:36]1[CH:42]=[CH:41][C:39]([NH2:40])=[CH:38][CH:37]=1)[CH3:35]>>[CH3:43][N:30]([CH3:29])[CH2:31][CH2:32][CH2:33][N:34]([C:36]1[CH:37]=[CH:38][C:39]([NH:40]/[C:18](=[C:6]2\[C:5](=[O:28])[NH:4][C:12]3[C:7]\2=[CH:8][CH:9]=[C:10]([C:13]([O:15][CH2:16][CH3:17])=[O:14])[CH:11]=3)/[C:19]2[CH:24]=[CH:23][CH:22]=[CH:21][CH:20]=2)=[CH:41][CH:42]=1)[CH3:35]. Procedure: Prepared from 1-acetyl-3-(1-ethoxy-1-phenylmethylene)-6-ethoxycarbonyl-2-indolinone and 4-(N-(3-dimethylamino-propyl)-N-methyl-amino)-aniline Rf value: 0.5 (aluminium oxide, ethyl acetate) C30H34N4O3